This data is from the Open Reaction Database (ORD), a public repository of structured organic reaction records. The task is: describe an organic reaction: reactants, conditions, products, and yield Starting materials: CN1c2cscc2C(=O)Nc2cccnc21, CCCCCC, CN(C)CCCl, CN(C)C=O, Cl. Yields the product CN(C)CCN1C(=O)c2cscc2N(C)c2ncccc21. RXN SMILES: [CH3:13][N:14]1[c:15]2[c:16]([cH:25][cH:26][cH:27][n:28]2)[NH:17][C:18](=[O:24])[c:19]2[c:20]1[cH:21][s:22][cH:23]2.[CH3:29][CH2:30][CH2:31][CH2:32][CH2:33][CH3:34].[CH3:2][N:3]([CH3:4])[CH2:5][CH2:6][Cl:7].[CH3:8][N:9]([CH3:10])[CH:11]=[O:12].[ClH:1]>>[CH3:2][N:3]([CH3:4])[CH2:5][CH2:6][N:17]1[c:16]2[c:15]([n:28][cH:27][cH:26][cH:25]2)[N:14]([CH3:13])[c:20]2[c:19]([cH:23][s:22][cH:21]2)[C:18]1=[O:24].